This data is from the Open Reaction Database (ORD), a public repository of structured organic reaction records. The task is: describe an organic reaction: reactants, conditions, products, and yield Starting materials: BrC1=CC(=C(C=C1)C(CC(=O)C1CC1)=O)CSC (1-[4-bromo-2-(methylsulphenylmethyl)phenyl]-3-cyclopropylpropan-1,3-dione), C(C)OC(OCC)OCC (triethylorthoformate), C(C)(=O)OC(C)=O (acetic anhydride). Yields the product BrC1=CC(=C(C=C1)C(C(C(=O)C1CC1)=COCC)=O)CSC (1-[4-bromo-2-(methylsulphenylmethyl)phenyl]-3-cyclopropyl-2-ethoxymethylenepropane-1,3-dione). Reaction SMILES: [Br:1][C:2]1[CH:7]=[CH:6][C:5]([C:8](=[O:15])[CH2:9][C:10]([CH:12]2[CH2:14][CH2:13]2)=[O:11])=[C:4]([CH2:16][S:17][CH3:18])[CH:3]=1.[CH2:19]([O:21][CH:22](OCC)OCC)[CH3:20].C(OC(=O)C)(=O)C>>[Br:1][C:2]1[CH:7]=[CH:6][C:5]([C:8](=[O:15])[C:9](=[CH:22][O:21][CH2:19][CH3:20])[C:10]([CH:12]2[CH2:13][CH2:14]2)=[O:11])=[C:4]([CH2:16][S:17][CH3:18])[CH:3]=1. Reported procedure: A mixture of 1-[4-bromo-2-(methylsulphenylmethyl)phenyl]-3-cyclopropylpropan-1,3-dione [4.4 g, containing approximately 1.0 g methyl 4-bromo-2-(methylsulphenylmethyl)benzoate], triethylorthoformate (3.5 ml) and acetic anhydride (2.9 ml) was heated at reflux for three hours. The mixture was then evaporated giving an impure sample of 1-[4-bromo-2-(methylsulphenylmethyl)phenyl]-3-cyclopropyl-2-ethoxymethylenepropane-1,3-dione as a red oil (4.8 g). The reactants are [H-].[Al+3].[Li+].[H-].[H-].[H-] (Lithium aluminum hydride), N1[C@@H]2[C@H](CCC1=O)C=1C=CC=CC1C2 (cis-1,3,4,4a,9,9a-hexahydro-indeno[2,1-b]pyridin-2-one), [OH-].[Na+] (NaOH), C(C)(=O)OCC (ethyl acetate). The solvent is O1CCCC1 (tetrahydrofuran). Conditions: time 2 hour. Yields the product N1[C@@H]2[C@H](CCC1)C=1C=CC=CC1C2 (cis-2,3,4,4a,9,9a-hexahydro-1H-indeno[2,1-b]pyridine). As a reaction SMILES: [H-].[Al+3].[Li+].[H-].[H-].[H-].[NH:7]1[C:12](=O)[CH2:11][CH2:10][C@@H:9]2[C:14]3[CH:15]=[CH:16][CH:17]=[CH:18][C:19]=3[CH2:20][C@H:8]12.[OH-].[Na+].C(OCC)(=O)C>O1CCCC1>[NH:7]1[CH2:12][CH2:11][CH2:10][C@@H:9]2[C:14]3[CH:15]=[CH:16][CH:17]=[CH:18][C:19]=3[CH2:20][C@H:8]12 |f:0.1.2.3.4.5,7.8|. Reported procedure: Lithium aluminum hydride (1 mol/L in tetrahydrofuran, 12 mL) is added to a solution of cis-1,3,4,4a,9,9a-hexahydro-indeno[2,1-b]pyridin-2-one (0.95 g) in tetrahydrofuran (15 mL) at room temperature. The resulting solution is heated to reflux temperature and stirred at this temperature for 2 h. After cooling to room temperature, the solution is poured into ice-cold water, 1 M aqueous NaOH solution and ethyl acetate are added, and the resulting mixture is filtered over Celite. The aqueous phase of... The reactants are C1, S(O)(O)(=O)=O (sulfuric acid), COC1=C(C=C(C=C1)[C@H]1[C@H](CC=CC1)[N+](=O)[O-])OC ((+/−)-cis-1,2-Dimethoxy-4-(2-nitrocyclohex-4-enyl)benzene), COC1=C(C=C(C=C1)[C@H]1[C@@H](CC=CC1)[N+](=O)[O-])OC ((+/−)-trans-1,2-dimethoxy-4-(2-nitrocyclohex-4-enyl)benzene), [OH-].[K+] (potassium hydroxide), ice water. Run in CN(C=O)C (dimethylformamide), C(C)O (ethanol), C(C)O (ethanol), C(C)O (ethanol). Reaction conditions: time 1 hour. The product is COC1=C(C=C(C=C1)[C@H]1[C@H](CCCC1)N)OC ((−)-cis-1,2-Dimethoxy-4-(2-aminocyclohexyl)benzene). Isolated yield 96.2%. Reaction SMILES: [CH3:1][O:2][C:3]1[CH:8]=[CH:7][C:6]([C@@H:9]2[CH2:14][CH:13]=[CH:12][CH2:11][C@@H:10]2[N+:15]([O-])=O)=[CH:5][C:4]=1[O:18][CH3:19].COC1C=CC([C@@H]2CC=CC[C@H]2[N+]([O-])=O)=CC=1OC.[OH-].[K+].S(=O)(=O)(O)O>C(O)C.CN(C)C=O>[CH3:1][O:2][C:3]1[CH:8]=[CH:7][C:6]([C@@H:9]2[CH2:14][CH2:13][CH2:12][CH2:11][C@@H:10]2[NH2:15])=[CH:5][C:4]=1[O:18][CH3:19] |f:2.3|. Reported procedure: Specific rotation: [ α ] D 20 = - 58.5 ° ⁢   ⁢ C ⁢   ⁢ ( c = 1 , ethanol ) . C1. (+/−)-cis-1,2-Dimethoxy-4-(2-nitrocyclohex-4-enyl)benzene 10.0 g of (+/−)-trans-1,2-dimethoxy-4-(2-nitrocyclohex-4-enyl)benzene and 20.0 g of potassium hydroxide are dissolved in 150 ml of ethanol and 35 ml of dimethylformamide. A solution of 17.5 ml of conc. sulfuric acid in 60 ml of ethanol is then added dropwise such that the internal temperature does not exceed 4° C. After stirring for 1 h, the mixture is added ... Reactants: CCI, CN(C)C=O, [H-], [Na+], O, CC1(C)OCC(CO)(CO)CO1. The product is CCOCC1(CO)COC(C)(C)OC1. Reaction SMILES: [CH2:15]([CH3:16])[I:17].[CH3:19][N:20]([CH3:21])[CH:22]=[O:23].[H-:13].[Na+:14].[OH2:18].[OH:1][CH2:2][C:3]1([CH2:11][OH:12])[CH2:4][O:5][C:6]([CH3:9])([CH3:10])[O:7][CH2:8]1>>[OH:1][CH2:2][C:3]1([CH2:11][O:12][CH2:15][CH3:16])[CH2:4][O:5][C:6]([CH3:9])([CH3:10])[O:7][CH2:8]1. Run in CN(C)C=O (DMF). Isolated yield 51.9%. Procedure details: To a solution of 6-bromo-5-fluoro-benzothiazol-2-ylamine (2.73 g, 11.05 mmol) in DMF (60 mL) was added tert-butylnitrite (1.58 mL, 13.26 mmol) dropwise. The reaction mixture was stirred at 50° C. for 3 h, then it was concentrated in vacuo. The residue was stirred in 1 N aqueous KOH for 10 min, then ethyl acetate was added and the mixture was stirred overnight. The insolubles were filtered, washed with water then ethyl acetate. The resulting filtrate was separated, and the organic layer was washe... Reactants: BrC1=CC2=C(N=C(S2)N)C=C1F (6-bromo-5-fluoro-benzothiazol-2-ylamine), C(C)(C)(C)ON=O (tert-butylnitrite). Conditions: temperature 50 celsius, time 3 hour. Yields the product BrC1=CC2=C(N=CS2)C=C1F (6-bromo-5-fluoro-benzothiazole). As a reaction SMILES: [Br:1][C:2]1[C:11]([F:12])=[CH:10][C:5]2[N:6]=[C:7](N)[S:8][C:4]=2[CH:3]=1.C(ON=O)(C)(C)C>CN(C=O)C>[Br:1][C:2]1[C:11]([F:12])=[CH:10][C:5]2[N:6]=[CH:7][S:8][C:4]=2[CH:3]=1.